From a dataset of the Open Reaction Database (ORD), a public repository of structured organic reaction records. describe an organic reaction: reactants, conditions, products, and yield The reactants are OC1=CC=CC=2N=C(NC21)COC2=CC=C(C=C2)Cl (4-hydroxy-2-(4-chlorophenoxymethyl)benzimidazole), [H-].[Na+] (sodium hydride), O.Cl.Cl.N1(CCCCC1)CCC1N(CCCC1)C(=O)CCCCN1C(=NC2=C1C=CC=C2C)COC2=CC=C(C=C2)Cl (1-[4-[[2-[(2-piperidin-1-yl)ethyl]piperidin-1-yl]carbonyl]butyl]-2-[(4-chlorophenoxy)methyl]-4-methylbenzimidazole dihydrochloride salt monohydrate), C(C)(C)(C)OC(=O)N1CC(CCC1)CCCBr (3-[1-(t-butoxycarbonyl)piperidin-3-yl)propyl bromide). The solvent is CN(C=O)C (N,N-dimethylformamide). Run at time 1 hour. Yields the product ClC1=CC=C(OCC2=NC3=C(N2CCCC2CN(CCC2)C(=O)OC(C)(C)C)C=CC=C3OCCCC3CN(CCC3)C(=O)OC(C)(C)C)C=C1 (2-(4-chlorophenoxymethyl)-4-[3-[1-(t-butoxycarbonyl)piperidin-3-yl]propoxy]-1-[3-[1-(t-butoxycarbonyl)piperidin-3-yl]propyl]benzimidazole). As a reaction SMILES: [OH:1][C:2]1[C:10]2[NH:9][C:8]([CH2:11][O:12][C:13]3[CH:18]=[CH:17][C:16]([Cl:19])=[CH:15][CH:14]=3)=[N:7][C:6]=2[CH:5]=[CH:4][CH:3]=1.[H-].[Na+].[OH2:22].Cl.Cl.N1(CC[CH:33]2[CH2:38][CH2:37][CH2:36][CH2:35][N:34]2[C:39](CCCCN2C3C=CC=C(C)C=3N=C2COC2C=CC(Cl)=CC=2)=[O:40])CCCCC1.[C:64]([O:68][C:69]([N:71]1[CH2:76][CH2:75][CH2:74][CH:73]([CH2:77][CH2:78][CH2:79]Br)[CH2:72]1)=[O:70])([CH3:67])([CH3:66])[CH3:65]>CN(C)C=O>[Cl:19][C:16]1[CH:17]=[CH:18][C:13]([O:12][CH2:11][C:8]2[N:7]([CH2:79][CH2:78][CH2:77][CH:73]3[CH2:74][CH2:75][CH2:76][N:71]([C:69]([O:68][C:64]([CH3:67])([CH3:66])[CH3:65])=[O:70])[CH2:72]3)[C:6]3[CH:5]=[CH:4][CH:3]=[C:2]([O:1][CH2:72][CH2:73][CH2:74][CH:36]4[CH2:37][CH2:38][CH2:33][N:34]([C:39]([O:40][C:64]([CH3:67])([CH3:66])[CH3:65])=[O:22])[CH2:35]4)[C:10]=3[N:9]=2)=[CH:14][CH:15]=1 |f:1.2,3.4.5.6|. Procedure details: A solution of 4-hydroxy-2-(4-chlorophenoxymethyl)benzimidazole (500 mg, 1.82 mmol) in dry N,N-dimethylformamide (8 ml) was treated with sodium hydride (60% in mineral oil, 162 mg, 4.0 mmol, 2.2 eq). The resulting mixture was stirred at room temperature under a stream of nitrogen for about one hour. To this reaction mixture (R) 3-[1-(t-butoxycarbonyl)piperidin-3-yl)propyl bromide (4.0 mmol, 2.2 eq) was added and the resulting mixture was stirred for three hours at 70° C. The reaction was quenched... Starting materials: C(C1=CC=CC=C1)OC(NCCCCCCN1C(CC(C1)O)CO)=O ([6-(4-Hydroxy-2-hydroxymethyl-pyrrolidin-1-yl)-hexyl]-carbamic acid benzyl ester), C(C1=CC=C(OC)C=C1)(C1=CC=C(OC)C=C1)(C1=CC=CC=C1)Cl (DMT-Cl). The reagents and catalysts are CN(C)C1=NC=CC=C1 (dimethylamino pyridine). The solvent is N1=CC=CC=C1 (pyridine), N1=CC=CC=C1 (pyridine). Run at time 16 hour. Yields the product C(C1=CC=CC=C1)OC(NCCCCCCN1C(CC(C1)O)C(OC(C1=CC=C(C=C1)OC)C1=CC=C(C=C1)OC)C1=CC=CC=C1)=O ((6-{2-[Bis-(4-methoxy-phenyl)-phenyl-methoxymethyl]-4-hydroxy-pyrrolidin-1-yl}-hexyl)-carbamic acid benzyl ester). The yield is 436.1%. As a reaction SMILES: [CH2:1]([O:8][C:9](=[O:25])[NH:10][CH2:11][CH2:12][CH2:13][CH2:14][CH2:15][CH2:16][N:17]1[CH2:21][CH:20]([OH:22])[CH2:19][CH:18]1[CH2:23][OH:24])[C:2]1[CH:7]=[CH:6][CH:5]=[CH:4][CH:3]=1.[C:26](Cl)(C1C=CC=CC=1)([C:35]1[CH:42]=[CH:41][C:38]([O:39][CH3:40])=[CH:37][CH:36]=1)[C:27]1[CH:34]=[CH:33][C:30]([O:31][CH3:32])=[CH:29][CH:28]=1>N1C=CC=CC=1.CN(C1C=CC=CN=1)C>[CH2:1]([O:8][C:9](=[O:25])[NH:10][CH2:11][CH2:12][CH2:13][CH2:14][CH2:15][CH2:16][N:17]1[CH2:21][CH:20]([OH:22])[CH2:19][CH:18]1[CH:23]([C:2]1[CH:7]=[CH:6][CH:5]=[CH:4][CH:3]=1)[O:24][CH:26]([C:27]1[CH:34]=[CH:33][C:30]([O:31][CH3:32])=[CH:29][CH:28]=1)[C:35]1[CH:36]=[CH:37][C:38]([O:39][CH3:40])=[CH:41][CH:42]=1)[C:2]1[CH:7]=[CH:6][CH:5]=[CH:4][CH:3]=1. Procedure: Compound 29 (6 g, 17 mmol) was co-evaporated with anhydrous pyridine three times and then dissolved in pyridine (60 mL). To this solution dimethylamino pyridine (0.207 g, 1.7 mmol) and DMT-Cl (6 g, 17.9 mmol, 1.05 equiv.) were added at room temperature. The reaction mixture was stirred at room temperature for 16 h. The excess DMT-Cl was quenched by the addition of methanol (25 mL). The solution was dried under reduced pressure. To the residue was suspended in ethyl acetate (300 mL) and washed wi... The reactants are [BH4-], CC(=O)c1cc(OC(F)(F)F)cc2c1OC(C(F)(F)F)C(C(=O)O)=C2, C1CCOC1, CCO, [Na+]. Product: CC(O)c1cc(OC(F)(F)F)cc2c1OC(C(F)(F)F)C(C(=O)O)=C2. Reaction SMILES: [BH4-:29].[C:1]([CH3:2])(=[O:3])[c:4]1[cH:5][c:6]([O:21][C:22]([F:23])([F:24])[F:25])[cH:7][c:8]2[c:13]1[O:12][CH:11]([C:14]([F:15])([F:16])[F:17])[C:10]([C:18](=[O:19])[OH:20])=[CH:9]2.[CH2:31]1[O:32][CH2:33][CH2:34][CH2:35]1.[CH3:26][CH2:27][OH:28].[Na+:30]>>[CH:1]([CH3:2])([OH:3])[c:4]1[cH:5][c:6]([O:21][C:22]([F:23])([F:24])[F:25])[cH:7][c:8]2[c:13]1[O:12][CH:11]([C:14]([F:15])([F:16])[F:17])[C:10]([C:18](=[O:19])[OH:20])=[CH:9]2. The reactants are CCCCC(=O)c1c(-c2ccc3c(Br)c(OCC(=O)OCC)ccc3c2)oc2ccccc12, CCO, [Na+], [OH-]. The product is CCCCC(=O)c1c(-c2ccc3c(Br)c(OCC(=O)O)ccc3c2)oc2ccccc12. Reaction SMILES: [Br:1][c:2]1[c:3]([O:27][CH2:28][C:29](=[O:30])[O:31][CH2:32][CH3:33])[cH:4][cH:5][c:6]2[cH:7][c:8](-[c:12]3[o:13][c:14]4[c:15]([c:16]3[C:17]([CH2:18][CH2:19][CH2:20][CH3:21])=[O:22])[cH:23][cH:24][cH:25][cH:26]4)[cH:9][cH:10][c:11]12.[CH3:36][CH2:37][OH:38].[Na+:35].[OH-:34]>>[Br:1][c:2]1[c:3]([O:27][CH2:28][C:29](=[O:30])[OH:31])[cH:4][cH:5][c:6]2[cH:7][c:8](-[c:12]3[o:13][c:14]4[c:15]([c:16]3[C:17]([CH2:18][CH2:19][CH2:20][CH3:21])=[O:22])[cH:23][cH:24][cH:25][cH:26]4)[cH:9][cH:10][c:11]12.